This data is from the Open Reaction Database (ORD), a public repository of structured organic reaction records. The task is: describe an organic reaction: reactants, conditions, products, and yield The reactants are CC1=C(N=C(O1)C1=CC=CC=C1)COC1=CC=C(CON)C=C1 (4-(5-methyl-2-phenyl-4-oxazolylmethoxy)benzyloxyamine), CC(C(=O)OCC)(C(C1=CC=CC=C1)=O)C (ethyl 2,2-dimethyl-3-oxo-3-phenylpropionate), C(C)(=O)O (acetic acid), C(C)(=O)[O-].[Na+] (sodium acetate). The solvent is O (Water), C(C)(=O)OCC.CCCCCC (ethyl acetate hexane), C(C)O (ethanol). Product: CC(C(=O)OCC)(\C(\C1=CC=CC=C1)=N/OCC1=CC=C(C=C1)OCC=1N=C(OC1C)C1=CC=CC=C1)C (ethyl Z-2,2-dimethyl-3-[4-(5-methyl-2-phenyl-4-oxazolylmethoxy)benzyloxyimino]-3-phenylpropionate). Yield: 27.5%. RXN SMILES: [CH3:1][C:2]1[O:6][C:5]([C:7]2[CH:12]=[CH:11][CH:10]=[CH:9][CH:8]=2)=[N:4][C:3]=1[CH2:13][O:14][C:15]1[CH:23]=[CH:22][C:18]([CH2:19][O:20][NH2:21])=[CH:17][CH:16]=1.[CH3:24][C:25]([CH3:39])([C:31](=O)[C:32]1[CH:37]=[CH:36][CH:35]=[CH:34][CH:33]=1)[C:26]([O:28][CH2:29][CH3:30])=[O:27].C(O)(=O)C.C([O-])(=O)C.[Na+]>C(OCC)(=O)C.CCCCCC.O.C(O)C>[CH3:39][C:25]([CH3:24])(/[C:31](=[N:21]\[O:20][CH2:19][C:18]1[CH:17]=[CH:16][C:15]([O:14][CH2:13][C:3]2[N:4]=[C:5]([C:7]3[CH:8]=[CH:9][CH:10]=[CH:11][CH:12]=3)[O:6][C:2]=2[CH3:1])=[CH:23][CH:22]=1)/[C:32]1[CH:33]=[CH:34][CH:35]=[CH:36][CH:37]=1)[C:26]([O:28][CH2:29][CH3:30])=[O:27] |f:3.4,5.6|. Procedure details: After a mixture of 4-(5-methyl-2-phenyl-4-oxazolylmethoxy)benzyloxyamine (600 mg), ethyl 2,2-dimethyl-3-oxo-3-phenylpropionate (468 mg), acetic acid (0.331 ml), sodium acetate (317 mg) and ethanol (20 ml) was heated to reflux for 5 days, the mixture was cooled to room temperature. Water was added to the reaction mixture and extracted with ethyl acetate. The ethyl acetate layer was washed with an aqueous saturated solution of sodium chloride, dried (MgSO4) and concentrated. The residue was subjec...